describe an organic reaction: reactants, conditions, products, and yield From a dataset of the Open Reaction Database (ORD), a public repository of structured organic reaction records. Starting materials: O=C([O-])[O-], CI, Cc1ccc(NC(=O)c2cccc(N3CCOCC3)c2)cc1NC(=O)c1cccc(NS(C)(=O)=O)c1, [Cs+], [Cs+], CN(C)C=O, O. Product: Cc1ccc(NC(=O)c2cccc(N3CCOCC3)c2)cc1NC(=O)c1cccc(N(C)S(C)(=O)=O)c1. As a reaction SMILES: [C:39](=[O:40])([O-:41])[O-:42].[CH3:1][I:2].[CH3:3][c:4]1[c:5]([NH:25][C:26]([c:27]2[cH:28][c:29]([NH:33][S:34](=[O:35])(=[O:36])[CH3:37])[cH:30][cH:31][cH:32]2)=[O:38])[cH:6][c:7]([NH:10][C:11]([c:12]2[cH:13][c:14]([N:18]3[CH2:19][CH2:20][O:21][CH2:22][CH2:23]3)[cH:15][cH:16][cH:17]2)=[O:24])[cH:8][cH:9]1.[Cs+:43].[Cs+:44].[O:45]=[CH:46][N:47]([CH3:48])[CH3:49].[OH2:50]>>[CH3:3][c:4]1[c:5]([NH:25][C:26]([c:27]2[cH:28][c:29]([N:33]([S:34](=[O:35])(=[O:36])[CH3:37])[CH3:39])[cH:30][cH:31][cH:32]2)=[O:38])[cH:6][c:7]([NH:10][C:11]([c:12]2[cH:13][c:14]([N:18]3[CH2:19][CH2:20][O:21][CH2:22][CH2:23]3)[cH:15][cH:16][cH:17]2)=[O:24])[cH:8][cH:9]1. The reactants are C(C)(C)(C)C1=CC=CC(=N1)NC=1C=C(N=NC1C(N)=O)N[C@H]1[C@H](COCC1)NC(OC(C)(C)C)=O (tert-butyl (3R,4R)-4-(5-(6-tert-butylpyridin-2-ylamino)-6-carbamoylpyridazin-3-ylamino)tetrahydro-2H-pyran-3-ylcarbamate), C(=O)(C(F)(F)F)O (TFA). The solvent is C(Cl)Cl (CH2Cl2). Conditions: time 18 hour. Yields the product N[C@H]1COCC[C@H]1NC1=CC(=C(N=N1)C(=O)N)NC1=NC(=CC=C1)C(C)(C)C (6-((3R,4R)-3-aminotetrahydro-2H-pyran-4-ylamino)-4-(6-tert-butylpyridin-2-ylamino)pyridazine-3-carboxamide). Isolated yield 40.6%. As a reaction SMILES: [C:1]([C:5]1[N:10]=[C:9]([NH:11][C:12]2[CH:13]=[C:14]([NH:21][C@@H:22]3[CH2:27][CH2:26][O:25][CH2:24][C@@H:23]3[NH:28]C(=O)OC(C)(C)C)[N:15]=[N:16][C:17]=2[C:18](=[O:20])[NH2:19])[CH:8]=[CH:7][CH:6]=1)([CH3:4])([CH3:3])[CH3:2].C(O)(C(F)(F)F)=O>C(Cl)Cl>[NH2:28][C@@H:23]1[C@H:22]([NH:21][C:14]2[N:15]=[N:16][C:17]([C:18]([NH2:19])=[O:20])=[C:12]([NH:11][C:9]3[CH:8]=[CH:7][CH:6]=[C:5]([C:1]([CH3:4])([CH3:3])[CH3:2])[N:10]=3)[CH:13]=2)[CH2:27][CH2:26][O:25][CH2:24]1. Procedure details: To a solution of tert-butyl (3R,4R)-4-(5-(6-tert-butylpyridin-2-ylamino)-6-carbamoylpyridazin-3-ylamino)tetrahydro-2H-pyran-3-ylcarbamate (73 mg, 150 μmol) in CH2Cl2 (3.00 mL) was added TFA (1.48 g, 1 mL, 13.0 mmol) and the mixture stirred to room temperature for 18 h. The solvent was evaporated and the residue purified by flash chromatography (spherical silica 20-45 μM, 23 g, Versaflash Supelco) eluting with 0 to 5% over 20 min (MeOH containing 10% NH4OH)/CH2Cl2 to give 6-((3R,4R)-3-aminotetrah... The reactants are C(C)O (ethanol), CNC(C1=C(N=CC=C1)C=C(C1=CC=C(C=C1)Cl)N)=O (2-(4'-chloro-β-aminostyryl)nicotinic acid N-methylamide), CNC(C1=C(N=CC=C1)C=C(C1=CC=C(C=C1)Cl)N)=O (2-(4'-chloro-β-aminostyryl)nicotinic acid N-methylamide), [OH-].[Na+] (sodium hydroxide), O1CCCC1 (tetrahydrofuran). Solvent: C(C)(=O)O (acetic acid), O (water). Reaction conditions: temperature 40 celsius, time 4 hour. Product: CNC(C1=C(N=CC=C1)CC(C1=CC=C(C=C1)Cl)=O)=O (2-(4'-Chlorobenzoylmethyl)nicotinic acid N-methylamide). Reaction SMILES: [CH3:1][NH:2][C:3](=[O:20])[C:4]1[CH:9]=[CH:8][CH:7]=[N:6][C:5]=1[CH:10]=[C:11](N)[C:12]1[CH:17]=[CH:16][C:15]([Cl:18])=[CH:14][CH:13]=1.[O:21]1CCCC1.C(O)C.[OH-].[Na+]>O.C(O)(=O)C>[CH3:1][NH:2][C:3](=[O:20])[C:4]1[CH:9]=[CH:8][CH:7]=[N:6][C:5]=1[CH2:10][C:11](=[O:21])[C:12]1[CH:17]=[CH:16][C:15]([Cl:18])=[CH:14][CH:13]=1 |f:3.4|. Procedure details: 22 g. (76.5 mmol.) of 2-(4'-chloro-β-aminostyryl)nicotinic acid N-methylamide (Compound XIX) were dissolved in 80 ml. of tetrahydrofuran and 40 ml. of ethanol and a mixture of 40 ml. of acetic acid and 40 ml. of water was added. The reaction mixture was stirred at 40° C. for 4 hours. The reaction mixture was then made basic to pH 9 with sodium hydroxide solution and extracted with diethyl ether, ethyl acetate and methylene chloride. The three organic extracts were combined, treated with charcoal... Reactants: CC(C)c1cc(S(N)(=O)=O)c(C(C)C)cc1C#N, COC(OC)OC, Cc1ccc(S(=O)(=O)O)cc1. Yields the product COC=NS(=O)(=O)c1cc(C(C)C)c(C#N)cc1C(C)C. RXN SMILES: [C:1](#[N:2])[c:3]1[cH:4][c:5]([CH:16]([CH3:17])[CH3:18])[c:6]([S:12](=[O:13])(=[O:14])[NH2:15])[cH:7][c:8]1[CH:9]([CH3:10])[CH3:11].[CH:19]([O:20][CH3:21])([O:22][CH3:23])[O:24][CH3:25].[c:26]1([CH3:27])[cH:28][cH:29][c:30]([S:31]([OH:32])(=[O:33])=[O:34])[cH:35][cH:36]1>>[C:1](#[N:2])[c:3]1[cH:4][c:5]([CH:16]([CH3:17])[CH3:18])[c:6]([S:12](=[O:13])(=[O:14])[N:15]=[CH:19][O:20][CH3:21])[cH:7][c:8]1[CH:9]([CH3:10])[CH3:11].